This data is from the Open Reaction Database (ORD), a public repository of structured organic reaction records. The task is: describe an organic reaction: reactants, conditions, products, and yield Reactants: Title compound 11B, NC=1C=C(C=CC1)N1N=CC=2C1=NC=NC2N (1-(3-amino-phenyl)-1H-pyrazolo[3,4-d]pyrimidin-4-ylamine), COCCC(=O)O (3-methoxypropionic acid), Cl.CN(CCCN=C=NCC)C (1-(3-dimethylaminopropyl)-3-ethylcarbodiimide hydrochloride), ON1N=NC2=C1C=CC=C2 (1-hydroxybenzotriazole). Run in CN(C)C=O (DMF), CO (methanol). Run at time 10 minute. Yields the product NC1=C2C(=NC=N1)N(N=C2)C=2C=C(C=CC2)NC(CCOC)=O (N-[3-(4-Amino-pyrazolo[3,4-d]pyrimidin-1-yl)-phenyl]-3-methoxy-propionamide). The yield is 13.3%. RXN SMILES: [NH2:1][C:2]1[CH:3]=[C:4]([N:8]2[C:12]3=[N:13][CH:14]=[N:15][C:16]([NH2:17])=[C:11]3[CH:10]=[N:9]2)[CH:5]=[CH:6][CH:7]=1.[CH3:18][O:19][CH2:20][CH2:21][C:22](O)=[O:23].Cl.CN(C)CCCN=C=NCC.ON1C2C=CC=CC=2N=N1>CN(C=O)C.CO>[NH2:17][C:16]1[N:15]=[CH:14][N:13]=[C:12]2[N:8]([C:4]3[CH:3]=[C:2]([NH:1][C:22](=[O:23])[CH2:21][CH2:20][O:19][CH3:18])[CH:7]=[CH:6][CH:5]=3)[N:9]=[CH:10][C:11]=12 |f:2.3|. Reported procedure: Title compound 11B, 1-(3-amino-phenyl)-1H-pyrazolo[3,4-d]pyrimidin-4-ylamine (37 mg, 1.1 eq, 0.16 mmol) was added to a solution of 3-methoxypropionic acid (15.5 mg, 1.0 eq, 0.15 mmol), 1-(3-dimethylaminopropyl)-3-ethylcarbodiimide hydrochloride (25 mg, 1.0 eq, 0.16 mmol), 1-hydroxybenzotriazole (20 mg, 1.0 eq, 0.15 mmol) in DMF (1 ml) which had been stirred for 10 minutes under an inert atmosphere. The reaction was stirred at room temperature for 18 hours, after which methanol (1 ml) was added, ... Reactants: CCOC(=O)c1ccc2ncn(Cc3ccccc3)c2c1, CCO, [Na+], [OH-]. The product is O=C(O)c1ccc2ncn(Cc3ccccc3)c2c1. As a reaction SMILES: [CH2:1]([c:2]1[cH:3][cH:4][cH:5][cH:6][cH:7]1)[n:8]1[cH:9][n:10][c:11]2[c:12]1[cH:13][c:14]([C:17](=[O:18])[O:19][CH2:20][CH3:21])[cH:15][cH:16]2.[CH3:24][CH2:25][OH:26].[Na+:23].[OH-:22]>>[CH2:1]([c:2]1[cH:3][cH:4][cH:5][cH:6][cH:7]1)[n:8]1[cH:9][n:10][c:11]2[c:12]1[cH:13][c:14]([C:17](=[O:18])[OH:19])[cH:15][cH:16]2. Reactants: C1CCOC1, CCOC(=O)C(C)(C)S(=O)(=O)C1CCC(OC)CC1, C[Si](C)(C)[O-], [K+]. Product: COC1CCC(S(=O)(=O)C(C)(C)C(=O)O)CC1. RXN SMILES: [CH2:26]1[O:27][CH2:28][CH2:29][CH2:30]1.[CH2:7]([CH3:8])[O:9][C:10]([C:11]([CH3:12])([CH3:13])[S:14](=[O:15])(=[O:16])[CH:17]1[CH2:18][CH2:19][CH:20]([O:23][CH3:24])[CH2:21][CH2:22]1)=[O:25].[CH3:1][Si:2]([CH3:3])([CH3:4])[O-:5].[K+:6]>>[O:9]=[C:10]([C:11]([CH3:12])([CH3:13])[S:14](=[O:15])(=[O:16])[CH:17]1[CH2:18][CH2:19][CH:20]([O:23][CH3:24])[CH2:21][CH2:22]1)[OH:25]. Starting materials: C(C)(C)(C)OC(NC1=C(C=C(C(=C1)C)C(F)(F)F)NC(CC(C1=CC(=CC=C1)N1N=CN=C1)=O)=O)=O ({5-methyl-2-[3-oxo-3-(3-[1,2,4]triazol-1-yl-phenyl)-propionylamino]-4-trifluoromethyl-phenyl}-carbamic acid tert-butyl ester), C(=O)(C(F)(F)F)O (TFA). Solvent: C(Cl)Cl (CH2Cl2). Product: CC1=CC2=C(NC(CC(=N2)C2=CC(=CC=C2)N2N=CN=C2)=O)C=C1C(F)(F)F (7-Methyl-4-(3-[1,2,4]triazol-1-yl-phenyl)-8-trifluoromethyl-1,3-dihydro-benzo[b][1,4]diazepin-2-one), solid. Yield: 81.0%. Reaction SMILES: C(OC(=O)[NH:7][C:8]1[CH:13]=[C:12]([CH3:14])[C:11]([C:15]([F:18])([F:17])[F:16])=[CH:10][C:9]=1[NH:19][C:20](=[O:35])[CH2:21][C:22](=O)[C:23]1[CH:28]=[CH:27][CH:26]=[C:25]([N:29]2[CH:33]=[N:32][CH:31]=[N:30]2)[CH:24]=1)(C)(C)C.C(O)(C(F)(F)F)=O>C(Cl)Cl>[CH3:14][C:12]1[C:11]([C:15]([F:16])([F:18])[F:17])=[CH:10][C:9]2[NH:19][C:20](=[O:35])[CH2:21][C:22]([C:23]3[CH:28]=[CH:27][CH:26]=[C:25]([N:29]4[CH:33]=[N:32][CH:31]=[N:30]4)[CH:24]=3)=[N:7][C:8]=2[CH:13]=1. Reported procedure: The title compound was prepared from {5-methyl-2-[3-oxo-3-(3-[1,2,4]triazol-1-yl-phenyl)-propionylamino]-4-trifluoromethyl-phenyl}-carbamic acid tert-butyl ester (Example M51) (0.41 g, 0.81 mmol) by treatment with TFA in CH2Cl2 according to the general procedure N. Obtained as an off-white solid (255 mg, 81%). Yields the product C(CCCCC)OC1=C(C(=NC=C1)CSC1=NC2=C(N1)C=CC=C2)C (2-[(4-n-hexyloxy-3-methylpyridin-2-yl)-methylthio]-1H-benzimidazole). Starting materials: SC=1NC2=C(N1)C=CC=C2 (2-mercaptobenzimidazole), C[O-].[Na+] (sodium methoxide), C(CCCCC)OC1=C(C(=NC=C1)CCl)C (4-hexyloxy-2-chloromethyl-3-methylpyridine). Run in CO (methanol), CO (methanol), CO (methanol), C(C)(=O)OCC (ethyl acetate). Procedure: To a liquid prepared by dissolving with stirring 7.8 g (0.052 mol, 0.95 eq.) of 2-mercaptobenzimidazole and 61.5 g (0.319 mol, 5.8 eq.) of a 28% sodium methoxide solution in 360 mL of methanol, a liquid prepared by dissolving the whole amount of 4-hexyloxy-2-chloromethyl-3-methylpyridine in 180 mL of methanol was added at 30° C. Subsequently, the mixture was heated to reflux for 30 minutes and cooled, and then methanol was solid dried under reduced pressure. A yellow brown oily residue resulting... Isolated yield 25.5%. RXN SMILES: [SH:1][C:2]1[NH:3][C:4]2[CH:10]=[CH:9][CH:8]=[CH:7][C:5]=2[N:6]=1.C[O-].[Na+].[CH2:14]([O:20][C:21]1[CH:26]=[CH:25][N:24]=[C:23]([CH2:27]Cl)[C:22]=1[CH3:29])[CH2:15][CH2:16][CH2:17][CH2:18][CH3:19]>CO.C(OCC)(=O)C>[CH2:14]([O:20][C:21]1[CH:26]=[CH:25][N:24]=[C:23]([CH2:27][S:1][C:2]2[NH:6][C:5]3[CH:7]=[CH:8][CH:9]=[CH:10][C:4]=3[N:3]=2)[C:22]=1[CH3:29])[CH2:15][CH2:16][CH2:17][CH2:18][CH3:19] |f:1.2|. The reactants are C1CCOC1, CCOC(C)=O, Cl, [Li+], COC(=O)c1ccc(-c2cnc(C(=O)CCc3ccc(COc4ccccc4)cc3)o2)nc1, [OH-], O. The product is O=C(O)c1ccc(-c2cnc(C(=O)CCc3ccc(COc4ccccc4)cc3)o2)nc1. As a reaction SMILES: [CH2:37]1[O:38][CH2:39][CH2:40][CH2:41]1.[CH3:43][CH2:44][O:45][C:46]([CH3:47])=[O:48].[ClH:36].[Li+:35].[O:1]([c:2]1[cH:3][cH:4][cH:5][cH:6][cH:7]1)[CH2:8][c:9]1[cH:10][cH:11][c:12]([CH2:15][CH2:16][C:17](=[O:18])[c:19]2[o:20][c:21](-[c:24]3[cH:25][cH:26][c:27]([C:30](=[O:31])[O:32][CH3:33])[cH:28][n:29]3)[cH:22][n:23]2)[cH:13][cH:14]1.[OH-:34].[OH2:42]>>[O:1]([c:2]1[cH:3][cH:4][cH:5][cH:6][cH:7]1)[CH2:8][c:9]1[cH:10][cH:11][c:12]([CH2:15][CH2:16][C:17](=[O:18])[c:19]2[o:20][c:21](-[c:24]3[cH:25][cH:26][c:27]([C:30](=[O:31])[OH:32])[cH:28][n:29]3)[cH:22][n:23]2)[cH:13][cH:14]1. Reactants: C(C)(=O)OC(C)C=1C=C2C(C(=COC2=CC1)C1=NN=NN1)=O (6-(1-acetoxyethyl)-3-(1H-tetrazol-5-yl)chromone), [OH-].[Na+] (NaOH), Cl (hydrochloric acid). Product: OC(C)C=1C=C2C(C(=COC2=CC1)C1=NN=NN1)=O (6-(1-hydroxyethyl)-3-(1H-tetrazol-5-yl)chromone). RXN SMILES: C([O:4][CH:5]([C:7]1[CH:8]=[C:9]2[C:14](=[CH:15][CH:16]=1)[O:13][CH:12]=[C:11]([C:17]1[NH:21][N:20]=[N:19][N:18]=1)[C:10]2=[O:22])[CH3:6])(=O)C.[OH-].[Na+].Cl>>[OH:4][CH:5]([C:7]1[CH:8]=[C:9]2[C:14](=[CH:15][CH:16]=1)[O:13][CH:12]=[C:11]([C:17]1[NH:21][N:20]=[N:19][N:18]=1)[C:10]2=[O:22])[CH3:6] |f:1.2|. Procedure: A solution of 0.300 part of 6-(1-acetoxyethyl)-3-(1H-tetrazol-5-yl)chromone in 4 parts by volume of 1N-NaOH is stirred at room temperature for 1 hour and then acidified with 1N-hydrochloric acid. The resulting precipitates are recovered by filtration and recrystallized from ethanol to obtain 0.100 of 6-(1-hydroxyethyl)-3-(1H-tetrazol-5-yl)chromone as colorless crystals melting at 234°-236° C (decomposition with foaming).